This data is from the Open Reaction Database (ORD), a public repository of structured organic reaction records. The task is: describe an organic reaction: reactants, conditions, products, and yield The reactants are C1CCOC1, COC(=O)c1ccc(OCc2c(-c3ccc(Cl)cc3)noc2C)nc1, CO, Cl, [Li+], [OH-], O, O. The product is Cc1onc(-c2ccc(Cl)cc2)c1COc1ccc(C(=O)O)cn1. Reaction SMILES: [CH2:30]1[O:31][CH2:32][CH2:33][CH2:34]1.[CH3:1][O:2][C:3]([c:4]1[cH:5][n:6][c:7]([O:10][CH2:11][c:12]2[c:13](-[c:18]3[cH:19][cH:20][c:21]([Cl:24])[cH:22][cH:23]3)[n:14][o:15][c:16]2[CH3:17])[cH:8][cH:9]1)=[O:25].[CH3:36][OH:37].[ClH:29].[Li+:28].[OH-:27].[OH2:26].[OH2:35]>>[O:2]=[C:3]([c:4]1[cH:5][n:6][c:7]([O:10][CH2:11][c:12]2[c:13](-[c:18]3[cH:19][cH:20][c:21]([Cl:24])[cH:22][cH:23]3)[n:14][o:15][c:16]2[CH3:17])[cH:8][cH:9]1)[OH:25]. Starting materials: CNC(=O)NC1=C(C(=NS1)OCC)C#N (1-Methyl-3-(4-cyano-3-ethoxy-5-isothiazolyl)urea), S(O)(O)(=O)=O (sulfuric acid), ice water. Yields the product CNC(=O)NC1=C(C(=NS1)OCC)C(N)=O (1-methyl-3-(4-carbamoyl-3-ethoxy-5-isothiazolyl)urea). As a reaction SMILES: [CH3:1][NH:2][C:3]([NH:5][C:6]1[S:10][N:9]=[C:8]([O:11][CH2:12][CH3:13])[C:7]=1[C:14]#[N:15])=[O:4].S(=O)(=O)(O)[OH:17]>>[CH3:1][NH:2][C:3]([NH:5][C:6]1[S:10][N:9]=[C:8]([O:11][CH2:12][CH3:13])[C:7]=1[C:14](=[O:17])[NH2:15])=[O:4]. Procedure: A solution of 5.6 g of 1-methyl-3-(4-cyano-3-ethoxy-5-isothiazolyl)urea (from Example I) in 10 ml of concentrated sulfuric acid was heated at 50° during 1.5 hours. The reaction mixture was poured into 200 ml of ice-water and stirred for one half hour. The resultant precipitate was collected by filtration and was allowed to air-dry overnight. The solid was slurried with 50 ml of saturated sodium bicarbonate solution. The resulting white solid was collected by filtration and recrystallized from et... Procedure details: To a suspension of 1.1 g (4.56 mmol) of the intermediate from Example 5. Step B in 20 ml dry ethanol were added 1.26 g (9.12 mmol) potassium carbonate. After 15 min stirring at room temperature 1.03 g (4.93 mmol) ethyl 5-bromopentanoate and a catalytic amount of potassium iodide were added. It was stirred over night at room temperature, and the reaction was brought to completion by addition of another 0.52 g (2.49 mmol) ethyl 5-bromopentanoate and heating with reflux for 3 h. The mixture was pou... The solvent is O (water), C(C)O (ethanol). Reactants: Cl.NN=CC1=CC=C(C=C1)C1=NOC2(C1)CCN(CC2)CC(=O)OCC (Ethyl (3-(4-(Aminoiminomethyl)phenyl)-1-oxa-2,8-diaza-spiro[4.5]dec-2-en-8-yl)acetate Hydrochloride), [I-].[K+] (potassium iodide), BrCCCCC(=O)OCC (ethyl 5-bromopentanoate), BrCCCCC(=O)OCC (ethyl 5-bromopentanoate), C([O-])([O-])=O.[K+].[K+] (potassium carbonate). As a reaction SMILES: [ClH:1].[NH2:2][N:3]=[CH:4][C:5]1[CH:10]=[CH:9][C:8]([C:11]2[CH2:15][C:14]3([CH2:20][CH2:19][N:18]([CH2:21]C(OCC)=O)[CH2:17][CH2:16]3)[O:13][N:12]=2)=[CH:7][CH:6]=1.C(=O)([O-])[O-].[K+].[K+].BrC[CH2:35][CH2:36][CH2:37][C:38]([O:40][CH2:41][CH3:42])=[O:39].[I-].[K+]>C(O)C.O>[ClH:1].[NH2:2][N:3]=[CH:4][C:5]1[CH:10]=[CH:9][C:8]([C:11]2[CH2:15][C:14]3([CH2:16][CH2:17][N:18]([CH2:21][CH2:35][CH2:36][CH2:37][C:38]([O:40][CH2:41][CH3:42])=[O:39])[CH2:19][CH2:20]3)[O:13][N:12]=2)=[CH:7][CH:6]=1 |f:0.1,2.3.4,6.7,10.11|. Product: Cl.NN=CC1=CC=C(C=C1)C1=NOC2(C1)CCN(CC2)CCCCC(=O)OCC (Ethyl 5-(3-(4-(Aminoiminomethyl)phenyl)-1-oxa-2,8-diaza-spiro[4.5]dec-2-en-8-yl)pentanoate Hydrochloride). The reactants are S(=O)(=O)(Cl)Cl (sulfuryl chloride), N1=CC(=CC=C1)C(CC(C(=O)OCC)=O)=O (ethyl 4-(3-pyridyl)-2,4-dioxo-butyrate), C([O-])([O-])=O.[K+].[K+] (potassium carbonate), NC(=S)N (thiourea). Run in C(Cl)Cl (methylene chloride), C(Cl)Cl (methylene chloride), O1CCCC1 (tetrahydrofuran), O (water). Reaction conditions: time 1 hour. Product: NC=1SC(=C(N1)C(=O)OCC)C(C1=CN=CC=C1)=O (ethyl 2-amino-5-nicotinoyl-4-thiazolecarboxylate). Isolated yield 16.2%. As a reaction SMILES: S(Cl)(Cl)(=O)=O.[N:6]1[CH:11]=[CH:10][CH:9]=[C:8]([C:12](=[O:21])[CH2:13][C:14](=O)[C:15]([O:17][CH2:18][CH3:19])=[O:16])[CH:7]=1.[NH2:22][C:23]([NH2:25])=[S:24].C(=O)([O-])[O-].[K+].[K+]>C(Cl)Cl.O1CCCC1.O>[NH2:25][C:23]1[S:24][C:13]([C:12](=[O:21])[C:8]2[CH:9]=[CH:10][CH:11]=[N:6][CH:7]=2)=[C:14]([C:15]([O:17][CH2:18][CH3:19])=[O:16])[N:22]=1 |f:3.4.5|. Reported procedure: A solution of sulfuryl chloride (2.84 g) in methylene chloride (5 ml) was dropwise added to a solution of ethyl 4-(3-pyridyl)-2,4-dioxo-butyrate (4.42 g) in methylene chloride (40 ml) at 18° C. to 30° C. After being stirred at ambient temperature for one hour, the mixture was added to a solution of thiourea (4.56 g) in a mixture of tetrahydrofuran (50 ml) and water (10 ml). The resulting mixture was adjusted to pH 7.5 with 20% aqueous potassium carbonate and stirred for one hour, and then the so...